This data is from the Open Reaction Database (ORD), a public repository of structured organic reaction records. The task is: describe an organic reaction: reactants, conditions, products, and yield Starting materials: [K+], O=[N+]([O-])[O-], O=c1[nH]c2ccccc2c(O)c1[N+](=O)[O-], O=S(=O)(O)O. Product: O=c1[nH]c2ccc([N+](=O)[O-])cc2c(O)c1[N+](=O)[O-]. Reaction SMILES: [K+:20].[N+:16](=[O:17])([O-:18])[O-:19].[N+:1](=[O:2])([O-:3])[c:4]1[c:5](=[O:15])[nH:6][c:7]2[cH:8][cH:9][cH:10][cH:11][c:12]2[c:13]1[OH:14].[S:21](=[O:22])(=[O:23])([OH:24])[OH:25]>>[N+:1](=[O:2])([O-:3])[c:4]1[c:5](=[O:15])[nH:6][c:7]2[cH:8][cH:9][c:10]([N+:16](=[O:17])[O-:18])[cH:11][c:12]2[c:13]1[OH:14]. Starting materials: CC#N, CC(C)C(=O)Oc1c(-c2c(C(F)(F)F)nn(C)c2OC(F)F)c(=O)[nH]c2nccnc12, O, O=S(=O)(OCC(F)F)C(F)(F)F. Yields the product CC(C)C(=O)Oc1c(-c2c(C(F)(F)F)nn(C)c2OC(F)F)c(=O)n(CC(F)F)c2nccnc12. Reaction SMILES: [CH3:45][C:46]#[N:47].[F:1][CH:2]([O:3][c:4]1[c:5](-[c:14]2[c:15]([O:25][C:26]([CH:27]([CH3:28])[CH3:29])=[O:30])[c:16]3[c:17]([n:18][cH:19][cH:20][n:21]3)[nH:22][c:23]2=[O:24])[c:6]([C:10]([F:11])([F:12])[F:13])[n:7][n:8]1[CH3:9])[F:31].[OH2:44].[S:32]([O:33][CH2:40][CH:41]([F:42])[F:43])([C:34]([F:35])([F:36])[F:37])(=[O:38])=[O:39]>>[F:1][CH:2]([O:3][c:4]1[c:5](-[c:14]2[c:15]([O:25][C:26]([CH:27]([CH3:28])[CH3:29])=[O:30])[c:16]3[c:17]([n:18][cH:19][cH:20][n:21]3)[n:22]([CH2:40][CH:41]([F:42])[F:43])[c:23]2=[O:24])[c:6]([C:10]([F:11])([F:12])[F:13])[n:7][n:8]1[CH3:9])[F:31]. Reactants: [N+](=O)([O-])C=1C=C(C=CC1O)C(C(F)(F)F)(C(F)(F)F)C1=CC(=C(C=C1)O)[N+](=O)[O-] (2,2-bis(3-nitro-4-hydroxyphenyl)hexafluoropropane). Run in CO (methanol). Product: crude product, NC=1C=C(C=CC1O)C(C(F)(F)F)(C(F)(F)F)C1=CC(=C(C=C1)O)N (2,2-bis(3-amino-4-hydroxyphenyl)hexafluoropropane). As a reaction SMILES: [N+:1]([C:4]1[CH:5]=[C:6]([C:11]([C:20]2[CH:25]=[CH:24][C:23]([OH:26])=[C:22]([N+:27]([O-])=O)[CH:21]=2)([C:16]([F:19])([F:18])[F:17])[C:12]([F:15])([F:14])[F:13])[CH:7]=[CH:8][C:9]=1[OH:10])([O-])=O>CO>[NH2:27][C:22]1[CH:21]=[C:20]([C:11]([C:6]2[CH:7]=[CH:8][C:9]([OH:10])=[C:4]([NH2:1])[CH:5]=2)([C:12]([F:13])([F:14])[F:15])[C:16]([F:17])([F:18])[F:19])[CH:25]=[CH:24][C:23]=1[OH:26]. Reported procedure: 15.0 g of 2,2-bis(3-nitro-4-hydroxyphenyl)hexafluoropropane and 50.0 cc of methanol were put into a 100-cc four-neck flask equipped with a thermometer, a Dimroth condenser and a stirrer, and stirred therein, to which was added 0.23 g (dry weight) of E196R/W5%Pd (trade name, 5% palladium-carbon catalyst, manufactured by Degussa Japan Co.). This was heated and kept at 60 to 65° C., to which was dropwise added 11.8 g of an aqueous solution of 60% hydrazine monohydrate over a period of 20 minutes. I... Reactants: CCOC(=O)C(O)C(Oc1ccccc1[N+](=O)[O-])c1ccccc1, CCO, NCCO. The product is O=C(NCCO)C(O)C(Oc1ccccc1[N+](=O)[O-])c1ccccc1. As a reaction SMILES: [CH2:1]([O:2][C:4]([CH:5]([CH:6]([O:7][c:8]1[c:9]([N+:14](=[O:15])[O-:16])[cH:10][cH:11][cH:12][cH:13]1)[c:17]1[cH:18][cH:19][cH:20][cH:21][cH:22]1)[OH:23])=[O:24])[CH3:3].[CH3:29][CH2:30][OH:31].[NH2:25][CH2:26][CH2:27][OH:28]>>[C:4]([CH:5]([CH:6]([O:7][c:8]1[c:9]([N+:14](=[O:15])[O-:16])[cH:10][cH:11][cH:12][cH:13]1)[c:17]1[cH:18][cH:19][cH:20][cH:21][cH:22]1)[OH:23])(=[O:24])[NH:25][CH2:26][CH2:27][OH:28]. Starting materials: N1CCC(CC1)N1C(NC2=CC=CC=C2C1)=O (3-(piperidin-4-yl)-3,4-dihydroquinazolin-2(1H)-one), CC1=CC(=CC2=CN(N=C12)COCC[Si](C)(C)C)CC(C=1N(C=CN1)CC1=NC=CC=C1)NC(OC(C)(C)C)=O (tert-Butyl 2-(7-methyl-2-((2-(trimethylsilyl)ethoxy)methyl)-2H-indazol-5-yl)-1-(1-(pyridin-2-ylmethyl)-1H-imidazol-2-yl)ethylcarbamate), Cl (hydrochloric acid), C(=O)(C=1NC=CN1)C=1NC=CN1 (carbonyl diimidazole), C(C)(C)N(CC)C(C)C (diisopropylethylamine). The solvent is C(C)(=O)OCC (ethyl acetate). Conditions: temperature 0 celsius, time 8 hour. The product is CC=1C=C(C=C2C=NNC12)CC(C=1N(C=CN1)CC1=NC=CC=C1)NC(=O)N1CCC(CC1)N1C(NC2=CC=CC=C2C1)=O ((±)-N-(2-(7-Methyl-1H-indazol-5-yl)-1-(1-(pyridin-2-ylmethyl)-1H-imidazol-2-yl)ethyl)-4-(2-oxo-1,2-dihydroquinazolin-3(4H)-yl)piperidine-1-carboxamide). RXN SMILES: [CH3:1][C:2]1[C:10]2[C:6](=[CH:7][N:8](COCC[Si](C)(C)C)[N:9]=2)[CH:5]=[C:4]([CH2:19][CH:20]([NH:33][C:34](=O)[O:35]C(C)(C)C)[C:21]2[N:22]([CH2:26][C:27]3[CH:32]=[CH:31][CH:30]=[CH:29][N:28]=3)[CH:23]=[CH:24][N:25]=2)[CH:3]=1.Cl.C(C1NC=CN=1)(C1NC=CN=1)=O.C(N(C(C)C)CC)(C)C.[NH:63]1[CH2:68][CH2:67][CH:66]([N:69]2[CH2:78][C:77]3[C:72](=[CH:73][CH:74]=[CH:75][CH:76]=3)[NH:71][C:70]2=[O:79])[CH2:65][CH2:64]1>C(OCC)(=O)C>[CH3:1][C:2]1[CH:3]=[C:4]([CH2:19][CH:20]([NH:33][C:34]([N:63]2[CH2:64][CH2:65][CH:66]([N:69]3[CH2:78][C:77]4[C:72](=[CH:73][CH:74]=[CH:75][CH:76]=4)[NH:71][C:70]3=[O:79])[CH2:67][CH2:68]2)=[O:35])[C:21]2[N:22]([CH2:26][C:27]3[CH:32]=[CH:31][CH:30]=[CH:29][N:28]=3)[CH:23]=[CH:24][N:25]=2)[CH:5]=[C:6]2[C:10]=1[NH:9][N:8]=[CH:7]2. Procedure: tert-Butyl 2-(7-methyl-2-((2-(trimethylsilyl)ethoxy)methyl)-2H-indazol-5-yl)-1-(1-(pyridin-2-ylmethyl)-1H-imidazol-2-yl)ethylcarbamate (35.2 mg, 0.063 mmol) was dissolved in a minimum amount of ethyl acetate, and treated with hydrochloric acid (4 N in dioxane, 1.0 mL). The mixture was stirred under nitrogen overnight. After removal of the solvents, the crude mixture was treated with diethyl ether to give a precipitate which was filtered. The resulting solid was dissolved in dimethylformamide (1.... Reactants: C(C)(C)(C)OC(=O)N1CSCC1CNC(C(F)(F)F)=O (4-[(2,2,2-trifluoro-acetylamino)-methyl]-thiazolidine-3-carboxylic acid tert-butyl ester), C(=O)(C(F)(F)F)O (TFA). Run in C(Cl)Cl (DCM). Conditions: time 20 hour. The product is FC(C(=O)NCC1NCSC1)(F)F (2,2,2-trifluoro-N-thiazolidin-4-ylmethyl-acetamide). RXN SMILES: C(OC([N:8]1[CH:12]([CH2:13][NH:14][C:15](=[O:20])[C:16]([F:19])([F:18])[F:17])[CH2:11][S:10][CH2:9]1)=O)(C)(C)C.C(O)(C(F)(F)F)=O>C(Cl)Cl>[F:18][C:16]([F:17])([F:19])[C:15]([NH:14][CH2:13][CH:12]1[CH2:11][S:10][CH2:9][NH:8]1)=[O:20]. Procedure details: To a cold (0° C.) solution of 4-[(2,2,2-trifluoro-acetylamino)-methyl]-thiazolidine-3-carboxylic acid tert-butyl ester (19 mmol) in dry DCM (10 mL) was added dropwise TFA (133 mmol, 7 eq). The reaction mixture was stirred for 20 h and concentrated in vacuo to give the title compound. LC-MS: tR=0.24 min; [m+H]+=214.99. Starting materials: O=[N+]([O-])[O-].[O-][N+]([O-])=O.[O-][N+]([O-])=O.[O-][N+]([O-])=O.[O-][N+]([O-])=O.[O-][N+]([O-])=O.[Ce+4].[NH4+].[NH4+] (CAN), COC1=C2CC(CC2=C(C(=C1OC)OC)OC)CCCOC1=CC=C(C(=O)O)C=C1 (4-[3-(4,5,6,7-tetramethoxyindan-2-yl)propoxy]benzoic acid), N1=C(C=CC=C1C(=O)O)C(=O)O (2,6-pyridinedicarboxylic acid), C1CCOC1 (THF). Run in O (water), O (water), O (water). Run at time 15 minute. The product is COC=1C(C=2CC(CC2C(C1OC)=O)CCCOC1=CC=C(C(=O)O)C=C1)=O (4-[3-(5,6-Dimethoxy-4,7-dioxoindan-2-yl)propoxy]benzoic acid). Yield: 78.0%. Reaction SMILES: C[O:2][C:3]1[C:11]([O:12][CH3:13])=[C:10]([O:14][CH3:15])[C:9]([O:16]C)=[C:8]2[C:4]=1[CH2:5][CH:6]([CH2:18][CH2:19][CH2:20][O:21][C:22]1[CH:30]=[CH:29][C:25]([C:26]([OH:28])=[O:27])=[CH:24][CH:23]=1)[CH2:7]2.N1C(C(O)=O)=CC=CC=1C(O)=O.C1COCC1.O=[N+]([O-])[O-].[O-][N+](=O)[O-].[O-][N+](=O)[O-].[O-][N+](=O)[O-].[O-][N+](=O)[O-].[O-][N+](=O)[O-].[Ce+4].[NH4+].[NH4+]>O>[CH3:13][O:12][C:11]1[C:3](=[O:2])[C:4]2[CH2:5][CH:6]([CH2:18][CH2:19][CH2:20][O:21][C:22]3[CH:23]=[CH:24][C:25]([C:26]([OH:28])=[O:27])=[CH:29][CH:30]=3)[CH2:7][C:8]=2[C:9](=[O:16])[C:10]=1[O:14][CH3:15] |f:3.4.5.6.7.8.9.10.11|. Reported procedure: To a mixture of 4-[3-(4,5,6,7-tetramethoxyindan-2-yl)propoxy]benzoic acid (1.20 g), 2,6-pyridinedicarboxylic acid (1.44 g), THF (24 ml), and water (12 ml) was dropwise added a solution of CAN (6.30 g) in water (12 ml) with cooling with ice. After the reaction mixture was stirred for 15 min, water was added to the reaction mixture, which was extracted with ethyl acetate. The organic layer was washed with water and saturated aqueous sodium chloride, and dried. The solvent was removed in vacuo. The... Solvent: CN(C=O)C (dimethylformamide). Reaction SMILES: Br[CH2:2][CH2:3][CH2:4][C:5]([NH:7][C:8]1[N:13]=[CH:12][C:11](/[CH:14]=[CH:15]/[C:16]([O:18][CH3:19])=[O:17])=[CH:10][CH:9]=1)=[O:6].[H-].[Na+].O>CN(C)C=O>[O:6]=[C:5]1[CH2:4][CH2:3][CH2:2][N:7]1[C:8]1[N:13]=[CH:12][C:11](/[CH:14]=[CH:15]/[C:16]([O:18][CH3:19])=[O:17])=[CH:10][CH:9]=1 |f:1.2|. Reaction conditions: time 1 hour. Procedure: To a solution of methyl (E)-3-[6-(4-bromobutyramido)-pyridin-3-yl]acrylate (90 mg) in dimethylformamide was added sodium hydride (6.93 mg) at 0° C. under nitrogen atmosphere, and the mixture was stirred for 1 hour. The reaction mixture was poured into water and extracted with ethyl acetate. The organic layer was washed with water and brine, dried over magnesium sulfate and concentrated in vacuo to give methyl (E)-3-[6-(2-oxopyrrolidin-1-yl)pyridin-3-yl]acrylate (65 mg). The product is O=C1N(CCC1)C1=CC=C(C=N1)/C=C/C(=O)OC (methyl (E)-3-[6-(2-oxopyrrolidin-1-yl)pyridin-3-yl]acrylate). Starting materials: BrCCCC(=O)NC1=CC=C(C=N1)/C=C/C(=O)OC (methyl (E)-3-[6-(4-bromobutyramido)-pyridin-3-yl]acrylate), [H-].[Na+] (sodium hydride), O (water). Yield: 96.0%.